Dataset: the Open Reaction Database (ORD), a public repository of structured organic reaction records. Task: describe an organic reaction: reactants, conditions, products, and yield The reactants are C(C)N1CC=2C(=C(C=C3C2C(C1)C1=C(CC3)C=CC=C1)OC)OC (2-ethyl-4,5-dimethoxy-1,2,3,7,8,12b-hexahydrobenzo[6,7]cyclohepta[1,2,3-de]isoquinoline), CI (methyl iodide), C(C)I (ethyl iodide). Product: Schiff base, [I-].C(C)[N+]1=CC=2C(=C(C=C3C2C(C1)C1=C(CC3)C=CC=C1)OC)OC (2-ethyl-4,5-dimethoxy-1,7,8,12b-tetrahydrobenzo[6,7]cyclohepta[1,2,3-de]isoquinolinium iodide). As a reaction SMILES: CI.C([I:5])C.[CH2:6]([N:8]1[CH2:17][CH:16]2[C:18]3[CH:25]=[CH:24][CH:23]=[CH:22][C:19]=3[CH2:20][CH2:21][C:14]3[C:15]2=[C:10]([C:11]([O:28][CH3:29])=[C:12]([O:26][CH3:27])[CH:13]=3)[CH2:9]1)[CH3:7]>>[I-:5].[CH2:6]([N+:8]1[CH2:17][CH:16]2[C:18]3[CH:25]=[CH:24][CH:23]=[CH:22][C:19]=3[CH2:20][CH2:21][C:14]3[C:15]2=[C:10]([C:11]([O:28][CH3:29])=[C:12]([O:26][CH3:27])[CH:13]=3)[CH:9]=1)[CH3:7] |f:3.4|. Procedure details: By following the two step procedure of example 4, but replacing methyl iodide with an equivalent amount of ethyl iodide, 2-ethyl-4,5-dimethoxy-1,2,3,7,8,12b-hexahydrobenzo[6,7]cyclohepta[1,2,3-de]isoquinoline; mp 105°-106° C.; NMR (CDCl3) δ 1.29 (t, J=7 Hz, 3H), 2.65 (t,J=7 Hz, 2H), 3.69 & 3.73 (2s, 6H), 4.55 (t, J=4 Hz, 1H), 6.41 (s, 1H), 7.10 (m, 3H), 7.35 (m, 1H); Anal Calcd for C21H25NO2 : C, 77.98% H, 7.79% N, 4.33%; Found: C, 78.17% H, 8.21% N, 4.33%, was obtained via the quaternary Schiff...